From a dataset of the Open Reaction Database (ORD), a public repository of structured organic reaction records. describe an organic reaction: reactants, conditions, products, and yield Run in C(C)(=O)OCC (ethyl acetate), COCCOCCOC (diglyme). Run at temperature 110 celsius, time 8 hour. Procedure details: To a solution of ethyl 2,4-difluorobenzoate (6.48 g) and 4-amino-2-chlorophenol (5.0 g) in diglyme (40 mL) was added K3PO4 (7.39 g). The mixture was stirred at 110° C. overnight. The mixture was diluted with ethyl acetate (300 mL) and washed with water, brine and dried over Na2SO4. The mixture was filtered, and the solvent was evaporated and the residue was loaded on a column and eluted with 10% ethyl acetate in hexane to give the product. The reactants are FC1=C(C(=O)OCC)C=CC(=C1)F (ethyl 2,4-difluorobenzoate), NC1=CC(=C(C=C1)O)Cl (4-amino-2-chlorophenol), [O-]P(=O)([O-])[O-].[K+].[K+].[K+] (K3PO4). The product is NC1=CC(=C(OC2=C(C(=O)OCC)C=CC(=C2)F)C=C1)Cl (ethyl 2-(4-amino-2-chlorophenoxy)-4-fluorobenzoate). As a reaction SMILES: F[C:2]1[CH:12]=[C:11]([F:13])[CH:10]=[CH:9][C:3]=1[C:4]([O:6][CH2:7][CH3:8])=[O:5].[NH2:14][C:15]1[CH:20]=[CH:19][C:18]([OH:21])=[C:17]([Cl:22])[CH:16]=1.[O-]P([O-])([O-])=O.[K+].[K+].[K+]>COCCOCCOC.C(OCC)(=O)C>[NH2:14][C:15]1[CH:20]=[CH:19][C:18]([O:21][C:2]2[CH:12]=[C:11]([F:13])[CH:10]=[CH:9][C:3]=2[C:4]([O:6][CH2:7][CH3:8])=[O:5])=[C:17]([Cl:22])[CH:16]=1 |f:2.3.4.5|. Starting materials: CN1CCCC1=O, CCC(O)(c1cn(Cc2ccc3c(-c4ccc(F)cc4)cc(Cl)nc3c2)nn1)C(F)(F)F, [NH4+], [OH-]. Yields the product CCC(O)(c1cn(Cc2ccc3c(-c4ccc(F)cc4)cc(N)nc3c2)nn1)C(F)(F)F. RXN SMILES: [CH3:33][N:34]1[CH2:35][CH2:36][CH2:37][C:38]1=[O:39].[Cl:1][c:2]1[n:3][c:4]2[cH:5][c:6]([CH2:19][n:20]3[n:21][n:22][c:23]([C:25]([C:26]([F:27])([F:28])[F:29])([CH2:30][CH3:31])[OH:32])[cH:24]3)[cH:7][cH:8][c:9]2[c:10](-[c:12]2[cH:13][cH:14][c:15]([F:18])[cH:16][cH:17]2)[cH:11]1.[NH4+:40].[OH-:41]>>[c:2]1([NH2:34])[n:3][c:4]2[cH:5][c:6]([CH2:19][n:20]3[n:21][n:22][c:23]([C:25]([C:26]([F:27])([F:28])[F:29])([CH2:30][CH3:31])[OH:32])[cH:24]3)[cH:7][cH:8][c:9]2[c:10](-[c:12]2[cH:13][cH:14][c:15]([F:18])[cH:16][cH:17]2)[cH:11]1. The reactants are FC1=CC=C(C=C1)NC(=O)C1=CC=C(C(=O)OC)C=C1 (methyl 4-(4-fluorophenylcarbamoyl)benzoate), CO (MeOH), [Li+].[OH-] (LiOH). Run in O (H2O), C1CCOC1 (THF). Run at time 2 hour. Product: FC1=CC=C(C=C1)NC(=O)C1=CC=C(C(=O)O)C=C1 (4-(4-fluorophenylcarbamoyl)benzoic acid). Yield: 86.0%. RXN SMILES: [F:1][C:2]1[CH:7]=[CH:6][C:5]([NH:8][C:9]([C:11]2[CH:20]=[CH:19][C:14]([C:15]([O:17]C)=[O:16])=[CH:13][CH:12]=2)=[O:10])=[CH:4][CH:3]=1.CO.[Li+].[OH-]>C1COCC1.O>[F:1][C:2]1[CH:7]=[CH:6][C:5]([NH:8][C:9]([C:11]2[CH:12]=[CH:13][C:14]([C:15]([OH:17])=[O:16])=[CH:19][CH:20]=2)=[O:10])=[CH:4][CH:3]=1 |f:2.3|. Reported procedure: To a solution of methyl 4-(4-fluorophenylcarbamoyl)benzoate (2.98 g, 10.9 mmol) in THF (35 mL) was added MeOH (8 mL) and a solution of LiOH (1.79 g, 43.6 mmol) in H2O (8 mL). The reaction was stirred at room temperature for 2 h. The reaction was quenched upon the addition of 1N HCl (50 mL) and extracted with EtOAc (2×60 mL). The organic extracts were dried over MgSO4, and concentrated under vacuum to afford 4-(4-fluorophenylcarbamoyl)benzoic acid (2.43 g, 86%) as a white solid. 1H-nmr (400 MHz, ... Starting materials: COC(C1=CC(=CC(=C1)OCCCCCCCCCCC)OCCCCCCCCCCC)=O (Methyl-3,5-diundecoxybenzoate), [H-].[H-].[H-].[H-].[Li+].[Al+3] (LAH), O (water), N#N (N2), [H-].[H-].[H-].[H-].[Li+].[Al+3] (LAH). Run in CCOCC (ether), CCOCC (ether). Run at time 8 hour. Product: C(CCCCCCCCCC)OC=1C=C(CO)C=C(C1)OCCCCCCCCCCC (3,5-diundecoxybenzyl Alcohol). Yield: 92.1%. Reaction SMILES: [H-].[H-].[H-].[H-].[Li+].[Al+3].N#N.C[O:10][C:11](=O)[C:12]1[CH:17]=[C:16]([O:18][CH2:19][CH2:20][CH2:21][CH2:22][CH2:23][CH2:24][CH2:25][CH2:26][CH2:27][CH2:28][CH3:29])[CH:15]=[C:14]([O:30][CH2:31][CH2:32][CH2:33][CH2:34][CH2:35][CH2:36][CH2:37][CH2:38][CH2:39][CH2:40][CH3:41])[CH:13]=1.O>CCOCC>[CH2:31]([O:30][C:14]1[CH:13]=[C:12]([CH:17]=[C:16]([O:18][CH2:19][CH2:20][CH2:21][CH2:22][CH2:23][CH2:24][CH2:25][CH2:26][CH2:27][CH2:28][CH3:29])[CH:15]=1)[CH2:11][OH:10])[CH2:32][CH2:33][CH2:34][CH2:35][CH2:36][CH2:37][CH2:38][CH2:39][CH2:40][CH3:41] |f:0.1.2.3.4.5|. Reported procedure: To a 250 mL flame dried RBF, LAH (1.43 g, 38.7 mmol) and a magnetic stir bar were added. The flask was sealed with a rubber septum into which N2 inlet/outlet needles were added. Dry ether (10 mL) was added via a syringe to the RBF to wet the LAH. Some gas was evolved. Methyl-3,5-diundecoxybenzoate (15.0 g, 31.5 mmol) was dissolved in dry ether (120 mL) and then cautiously added to the flask via a syringe over a period of 20 minutes. The dark grey solution was left to stir overnight. After approx... Reactants: S1C(=CC=C1)C=O (thiophene-2-carboxaldehyde), ClCCOC(C)=O (chloroethylacetate), CC[O-].[Na+] (NaOEt). Solvent: CCOCC (ether). Run at time 8 hour. Yields the product C(C)OC(=O)[C@@H]1O[C@H]1C=1SC=CC1 (trans-3-Thiophen-2-yl-oxirane-2-carboxylic acid ethyl ester). RXN SMILES: [S:1]1[CH:5]=[CH:4][CH:3]=[C:2]1[CH:6]=[O:7].Cl[CH2:9][CH2:10][O:11][C:12](=[O:14])[CH3:13].CC[O-].[Na+]>CCOCC>[CH2:10]([O:11][C:12]([C@H:13]1[C@H:6]([C:2]2[S:1][CH:5]=[CH:4][CH:3]=2)[O:7]1)=[O:14])[CH3:9] |f:2.3|. Procedure: The title compound was synthesized using a literature method (Alcaide, B.; Biurrun, C.; Martinez, A.; Plumet, J. Tetrahedron Lett. 1995, 36, 5417). To a solution of thiophene-2-carboxaldehyde (6.33 ml, 69 mmol) and chloroethylacetate (7.35 ml, 69 mmol) in 130 ml of ether was added freshly made NaOEt (4.7 g, 69 mmol) over a period of one hour. The solution was allowed to stir overnight at room temperature. The reaction mixture was then filtered and the filtrate was partitioned between water and e...